From a dataset of the Open Reaction Database (ORD), a public repository of structured organic reaction records. describe an organic reaction: reactants, conditions, products, and yield Reactants: FC(C=1C=C(C2=CC=CC=C2C1)C(=O)O)(F)F (3-trifluoromethyl-1-naphthoic acid), C(Cl)Cl (DCM), C(C(=O)Cl)(=O)Cl (oxalyl chloride). Solvent: CN(C)C=O (DMF). Reaction conditions: time 4 hour. Yields the product FC(C=1C=C(C2=CC=CC=C2C1)C(=O)Cl)(F)F (3-Trifluoromethyl-1-naphthoyl chloride). Reaction SMILES: [F:1][C:2]([F:17])([F:16])[C:3]1[CH:4]=[C:5]([C:13](O)=[O:14])[C:6]2[C:11]([CH:12]=1)=[CH:10][CH:9]=[CH:8][CH:7]=2.C(Cl)[Cl:19].C(Cl)(=O)C(Cl)=O>CN(C=O)C>[F:1][C:2]([F:17])([F:16])[C:3]1[CH:4]=[C:5]([C:13]([Cl:19])=[O:14])[C:6]2[C:11]([CH:12]=1)=[CH:10][CH:9]=[CH:8][CH:7]=2. Reported procedure: A mixture containing 3-trifluoromethyl-1-naphthoic acid (0.10 g) and dry DCM (5 mL) was treated with oxalyl chloride (0.065 g) at 25° C. A catalytic amount of DMF was added, the mixture stirred for 4 hours, then the DCM was removed in vacuo. The solid residue was re-dissolved in dry DCM and used without further purification. Reactants: FC(C(=O)O)(F)F.N=1CCCC1NC=1C=C(C=CC1)C(=O)NCC(=O)NC(CC(=O)OCC)C1=CC(=CC(=C1)Cl)Cl ((±) ethyl β-[[2-[[[3-[(3,4-dihydro-2H-pyrrol-5-yl)amino]phenyl]carbonyl]amino]acetyl]amino]-3,5-dichlorobenzenepropanoate, trifluoroacetate salt), [Li+].[OH-] (LiOH), C(=O)(C(F)(F)F)O (TFA). Run in O (H2O), CC#N (CH3CN). Run at time 1.5 hour. The product is FC(C(=O)O)(F)F.N=1CCCC1NC=1C=C(C=CC1)C(=O)NCC(=O)NC(CC(=O)O)C1=CC(=CC(=C1)Cl)Cl ((±) β-[[2-[[[3-[(3,4-dihydro-2H-pyrrol-5-yl)amino]phenyl]carbonyl]amino]acetyl]amino]-3,5-dichlorobenzenepropanoic acid, trifluoroacetate salt). Yield: 6.8%. Reaction SMILES: [F:1][C:2]([F:7])([F:6])[C:3]([OH:5])=[O:4].[N:8]1[CH2:9][CH2:10][CH2:11][C:12]=1[NH:13][C:14]1[CH:15]=[C:16]([C:20]([NH:22][CH2:23][C:24]([NH:26][CH:27]([C:34]2[CH:39]=[C:38]([Cl:40])[CH:37]=[C:36]([Cl:41])[CH:35]=2)[CH2:28][C:29]([O:31]CC)=[O:30])=[O:25])=[O:21])[CH:17]=[CH:18][CH:19]=1.[Li+].[OH-].C(O)(C(F)(F)F)=O>O.CC#N>[F:1][C:2]([F:7])([F:6])[C:3]([OH:5])=[O:4].[N:8]1[CH2:9][CH2:10][CH2:11][C:12]=1[NH:13][C:14]1[CH:15]=[C:16]([C:20]([NH:22][CH2:23][C:24]([NH:26][CH:27]([C:34]2[CH:39]=[C:38]([Cl:40])[CH:37]=[C:36]([Cl:41])[CH:35]=2)[CH2:28][C:29]([OH:31])=[O:30])=[O:25])=[O:21])[CH:17]=[CH:18][CH:19]=1 |f:0.1,2.3,7.8|. Procedure: To the product from Example 202 (1.27 g, 0.002 mole) in H2O (15 mL) and CH3CN (15 mL) was added LiOH (345 mg, 0.0082 mole). The reaction mixture was stirred at room temperature for 1.5 hours. The pH was lowered to 2.7 with TFA and the product was isolated by RPHPLC to yield the title compound (80 mg after lyophilization) as a white solid. MS and NMR were consistent with the desired structure. The reactants are [H-].[Na+] (sodium hydride), ClC(CN1C=NC=C1)C=1C=NC=CC1 (1-[2-chloro-2-(3-pyridyl)ethyl]imidazole), SC1=CC=C(C(=O)OC)C=C1 (methyl 4-mercaptobenzoate). Solvent: CN(C=O)C (dimethylformamide), CN(C=O)C (dimethylformamide). Run at time 30 minute. The product is N1=CC(=CC=C1)C(CN1C=NC=C1)SC1=CC=C(C(=O)OC)C=C1 (Methyl 4-[1-(3-pyridyl)-2-(imidazol-1-yl)ethylthio]-benzoate). As a reaction SMILES: [H-].[Na+].[SH:3][C:4]1[CH:13]=[CH:12][C:7]([C:8]([O:10][CH3:11])=[O:9])=[CH:6][CH:5]=1.Cl[CH:15]([C:22]1[CH:23]=[N:24][CH:25]=[CH:26][CH:27]=1)[CH2:16][N:17]1[CH:21]=[CH:20][N:19]=[CH:18]1>CN(C)C=O>[N:24]1[CH:25]=[CH:26][CH:27]=[C:22]([CH:15]([S:3][C:4]2[CH:5]=[CH:6][C:7]([C:8]([O:10][CH3:11])=[O:9])=[CH:12][CH:13]=2)[CH2:16][N:17]2[CH:21]=[CH:20][N:19]=[CH:18]2)[CH:23]=1 |f:0.1|. Reported procedure: 192 mg of a 55% w/w suspension of sodium hydride in mineral oil were added to 4 ml of dry dimethylformamide containing 740 mg of methyl 4-mercaptobenzoate, whilst ice-cooling, and the resulting mixture was stirred at room temperature for 30 minutes. 830 mg of 1-[2-chloro-2-(3-pyridyl)ethyl]imidazole in 4 ml of dry dimethylformamide were added to the reaction mixture, and the resulting mixture was heated at 60°-70° C. for 5 hours. At the end of this time the reaction mixture was treated and purif...